The task is: describe an organic reaction: reactants, conditions, products, and yield. This data is from the Open Reaction Database (ORD), a public repository of structured organic reaction records. The reactants are FC1=C(CN2N=C(C=3C2=NC=CC3)C3=NC(=C2N=CNC2=N3)N)C=CC=C1 (2-[1-(2-Fluorobenzyl)-1H-pyrazolo[3,4-b]pyridin-3-yl]-9H-purin-6-amine), CCN(CC)P1(=NC(C)(C)C)N(CCCN1C)C (BEMP), ClC(S(=O)(=O)OCC(F)(F)F)(Cl)Cl (2,2,2-trifluoroethyl trichloromethanesulfonate). Solvent: CN(C=O)C (dimethylformamide), CN(C=O)C (dimethylformamide). Reaction conditions: time 20 minute. Yields the product FC1=C(CN2N=C(C=3C2=NC=CC3)C3=NC(=C2N=CN(C2=N3)CC(F)(F)F)N)C=CC=C1 (2-[1-(2-Fluorobenzyl)-1H-pyrazolo[3,4-b]pyridin-3-yl]-9-(2,2,2-trifluoroethyl)-9H-purin-6-amine). Isolated yield 45.0%. Reaction SMILES: [F:1][C:2]1[CH:27]=[CH:26][CH:25]=[CH:24][C:3]=1[CH2:4][N:5]1[C:9]2=[N:10][CH:11]=[CH:12][CH:13]=[C:8]2[C:7]([C:14]2[N:22]=[C:21]3[C:17]([N:18]=[CH:19][NH:20]3)=[C:16]([NH2:23])[N:15]=2)=[N:6]1.CCN(P1(N(C)CCCN1C)=NC(C)(C)C)CC.ClC(Cl)(Cl)S(O[CH2:52][C:53]([F:56])([F:55])[F:54])(=O)=O>CN(C)C=O>[F:1][C:2]1[CH:27]=[CH:26][CH:25]=[CH:24][C:3]=1[CH2:4][N:5]1[C:9]2=[N:10][CH:11]=[CH:12][CH:13]=[C:8]2[C:7]([C:14]2[N:22]=[C:21]3[C:17]([N:18]=[CH:19][N:20]3[CH2:52][C:53]([F:56])([F:55])[F:54])=[C:16]([NH2:23])[N:15]=2)=[N:6]1. Procedure details: 100 mg (0.278 mmol) of the compound from example 58 and 76 mg (0.278 mmol) of BEMP were initially charged in 3 ml of dimethylformamide, a solution of 78 mg (0.266 mmol) of 2,2,2-trifluoroethyl trichloromethanesulfonate in 2 ml of dimethylformamide was added dropwise at 0° C. within 10 min and the mixture was stirred at RT for 20 min The product was precipitated by adding water, filtered off with suction and purified by means of preparative HPLC (eluent: acetonitrile/water with 0.05% trifluoroace... Reactants: C1(=CC=CC=C1)N1N=C(C=C1CCC=O)C (3-(1-phenyl-3-methyl-1H-pyrazol-5-yl)propanal), [BH-](OC(=O)C)(OC(=O)C)OC(=O)C.[Na+] (NaBH(OAc)3), C1(=CC=CC=C1)N1CCNCC1 (1-phenylpiperazine), CCN(C(C)C)C(C)C (DIPEA). The product is C1(=CC=CC=C1)N1CCN(CC1)CCCC1=CC(=NN1C1=CC=CC=C1)C (1-phenyl-4-(3-(1-phenyl-3-methyl-1H-pyrazol-5-yl)propyl)piperazine). RXN SMILES: [C:1]1([N:7]2[C:11]([CH2:12][CH2:13][CH:14]=O)=[CH:10][C:9]([CH3:16])=[N:8]2)[CH:6]=[CH:5][CH:4]=[CH:3][CH:2]=1.[C:17]1([N:23]2[CH2:28][CH2:27][NH:26][CH2:25][CH2:24]2)[CH:22]=[CH:21][CH:20]=[CH:19][CH:18]=1.CCN(C(C)C)C(C)C.[BH-](OC(C)=O)(OC(C)=O)OC(C)=O.[Na+]>>[C:17]1([N:23]2[CH2:28][CH2:27][N:26]([CH2:14][CH2:13][CH2:12][C:11]3[N:7]([C:1]4[CH:6]=[CH:5][CH:4]=[CH:3][CH:2]=4)[N:8]=[C:9]([CH3:16])[CH:10]=3)[CH2:25][CH2:24]2)[CH:22]=[CH:21][CH:20]=[CH:19][CH:18]=1 |f:3.4|. Procedure details: 60 mg (81%) of target compound was obtained by using a method same as in Example 1 by using 3-(1-phenyl-3-methyl-1H-pyrazol-5-yl)propanal (44 mg, 0.206 mmol), 1-phenylpiperazine (0.031 mL, 0.206 mmol), DIPEA (0.054 mL, 0.310 mmol) and NaBH(OAc)3 (131 mg, 0.621 mmol).